Dataset: the Open Reaction Database (ORD), a public repository of structured organic reaction records. Task: describe an organic reaction: reactants, conditions, products, and yield As a reaction SMILES: [B:1]([Br:2])([Br:3])[Br:4].[Cl:26][CH2:27][Cl:28].[Cl:5][c:6]1[cH:7][c:8]([S:14][c:15]2[cH:16][cH:17][c:18]([S:21](=[O:22])(=[O:23])[CH2:24][CH3:25])[cH:19][cH:20]2)[c:9]([O:12][CH3:13])[cH:10][cH:11]1>>[Cl:5][c:6]1[cH:7][c:8]([S:14][c:15]2[cH:16][cH:17][c:18]([S:21](=[O:22])(=[O:23])[CH2:24][CH3:25])[cH:19][cH:20]2)[c:9]([OH:12])[cH:10][cH:11]1. The reactants are BrB(Br)Br, ClCCl, CCS(=O)(=O)c1ccc(Sc2cc(Cl)ccc2OC)cc1. Product: CCS(=O)(=O)c1ccc(Sc2cc(Cl)ccc2O)cc1. The reactants are BrC=1SC(=NN1)C1=CC(=C(C=C1)OC(C)C)Cl (2-bromo-5-{3-chloro-4-[(1-methylethyl)oxy]phenyl}-1,3,4-thiadiazole), C(C)C1=C(C=CC=C1\C=C\OC)B1OC(C(O1)(C)C)(C)C (2-{2-ethyl-3-[(E)-2-(methyloxy)ethenyl]phenyl}-4,4,5,5-tetramethyl-1,3,2-dioxaborolane), P(=O)([O-])([O-])[O-].[K+].[K+].[K+] (tripotassium phosphate). Reagents/catalysts: C=1C=CC(=CC1)[P](C=2C=CC=CC2)(C=3C=CC=CC3)[Pd]([P](C=4C=CC=CC4)(C=5C=CC=CC5)C=6C=CC=CC6)([P](C=7C=CC=CC7)(C=8C=CC=CC8)C=9C=CC=CC9)[P](C=1C=CC=CC1)(C=1C=CC=CC1)C=1C=CC=CC1 (Pd(Ph3P)4). The solvent is CN(C=O)C (N,N-dimethylformamide), O (water). Run at temperature 120 celsius. The product is ClC=1C=C(C=CC1OC(C)C)C=1SC(=NN1)C1=C(C(=CC=C1)\C=C\OC)CC (2-{3-chloro-4-[(1-methylethyl)oxy]phenyl}-5-{2-ethyl-3-[(E)-2-(methyloxy)ethenyl]phenyl}-1,3,4-thiadiazole). Isolated yield 77.8%. Reaction SMILES: Br[C:2]1[S:3][C:4]([C:7]2[CH:12]=[CH:11][C:10]([O:13][CH:14]([CH3:16])[CH3:15])=[C:9]([Cl:17])[CH:8]=2)=[N:5][N:6]=1.[CH2:18]([C:20]1[C:25](/[CH:26]=[CH:27]/[O:28][CH3:29])=[CH:24][CH:23]=[CH:22][C:21]=1B1OC(C)(C)C(C)(C)O1)[CH3:19].P([O-])([O-])([O-])=O.[K+].[K+].[K+]>CN(C)C=O.O.C1C=CC([P]([Pd]([P](C2C=CC=CC=2)(C2C=CC=CC=2)C2C=CC=CC=2)([P](C2C=CC=CC=2)(C2C=CC=CC=2)C2C=CC=CC=2)[P](C2C=CC=CC=2)(C2C=CC=CC=2)C2C=CC=CC=2)(C2C=CC=CC=2)C2C=CC=CC=2)=CC=1>[Cl:17][C:9]1[CH:8]=[C:7]([C:4]2[S:3][C:2]([C:21]3[CH:22]=[CH:23][CH:24]=[C:25](/[CH:26]=[CH:27]/[O:28][CH3:29])[C:20]=3[CH2:18][CH3:19])=[N:6][N:5]=2)[CH:12]=[CH:11][C:10]=1[O:13][CH:14]([CH3:16])[CH3:15] |f:2.3.4.5,^1:56,58,77,96|. Procedure details: To a suspension of 2-bromo-5-{3-chloro-4-[(1-methylethyl)oxy]phenyl}-1,3,4-thiadiazole (D10) (300 mg), 2-{2-ethyl-3-[(E)-2-(methyloxy)ethenyl]phenyl}-4,4,5,5-tetramethyl-1,3,2-dioxaborolane (259 mg) and tripotassium phosphate (477 mg) in N,N-dimethylformamide (DMF) (8 mL) and water (2 mL) under nitrogen was added Pd(Ph3P)4 (104 mg). The reaction vessel was sealed and heated under microwave at 120° C. for 10 min. The reaction mixture was extracted with EA for 3 times, the combined organic layers ... Starting materials: O=C1C=CCC1, COCN(Cc1ccccc1)C[Si](C)(C)C, COC(C)(C)C, ClCCl, N#N, O, O=C(O)C(F)(F)F. Yields the product O=C1CCC2CN(Cc3ccccc3)CC12. Reaction SMILES: [C:3]1(=[O:8])[CH:4]=[CH:5][CH2:6][CH2:7]1.[CH2:9]([c:10]1[cH:11][cH:12][cH:13][cH:14][cH:15]1)[N:16]([CH2:17][Si:20]([CH3:21])([CH3:23])[CH3:24])[CH2:22][O:18][CH3:19].[CH3:35][O:36][C:37]([CH3:38])([CH3:39])[CH3:40].[Cl:32][CH2:33][Cl:34].[N:1]#[N:2].[OH2:41].[OH:25][C:26]([C:27]([F:28])([F:29])[F:30])=[O:31]>>[C:3]1(=[O:8])[CH:4]2[CH:5]([CH2:6][CH2:7]1)[CH2:17][N:16]([CH2:9][c:10]1[cH:11][cH:12][cH:13][cH:14][cH:15]1)[CH2:22]2. Starting materials: O=C(Cl)c1ccccc1, O=C1CN(c2ccc(Cc3ccccc3)cc2O)S(=O)(=O)N1, CC(C)(C)[O-], [K+], CN(C)C=O. Product: O=C1CN(c2ccc(Cc3ccccc3)cc2OC(=O)c2ccccc2)S(=O)(=O)N1. RXN SMILES: [C:29]([c:30]1[cH:31][cH:32][cH:33][cH:34][cH:35]1)(=[O:36])[Cl:37].[CH2:1]([c:2]1[cH:3][cH:4][cH:5][cH:6][cH:7]1)[c:8]1[cH:9][c:10]([OH:22])[c:11]([N:14]2[CH2:15][C:16](=[O:21])[NH:17][S:18]2(=[O:19])=[O:20])[cH:12][cH:13]1.[CH3:23][C:24]([CH3:25])([O-:26])[CH3:27].[K+:28].[O:38]=[CH:39][N:40]([CH3:41])[CH3:42]>>[CH2:1]([c:2]1[cH:3][cH:4][cH:5][cH:6][cH:7]1)[c:8]1[cH:9][c:10]([O:22][C:29]([c:30]2[cH:31][cH:32][cH:33][cH:34][cH:35]2)=[O:36])[c:11]([N:14]2[CH2:15][C:16](=[O:21])[NH:17][S:18]2(=[O:19])=[O:20])[cH:12][cH:13]1. Reactants: Nc1cc2ccc(Br)cc2s1, CC#N, Cl, Cl, O=C(CC1CN2CCC1CC2)Oc1c(F)c(F)c(F)c(F)c1F, O=C([O-])[O-], CN(C)C=O. Yields the product Cl, O=C(CC1CN2CCC1CC2)Nc1cc2ccc(Br)cc2s1. RXN SMILES: [Br:25][c:26]1[cH:27][c:28]2[c:29]([cH:30][c:31]([NH2:33])[s:32]2)[cH:34][cH:35]1.[CH3:46][C:47]#[N:48].[ClH:1].[ClH:40].[N:2]12[CH2:3][CH:4]([CH2:10][C:11]([O:13][c:12]3[c:14]([F:15])[c:16]([F:17])[c:18]([F:19])[c:20]([F:21])[c:22]3[F:23])=[O:24])[CH:5]([CH2:6][CH2:7]1)[CH2:8][CH2:9]2.[O-:36][C:37](=[O:38])[O-:39].[O:41]=[CH:42][N:43]([CH3:44])[CH3:45]>>[ClH:1].[N:2]12[CH2:3][CH:4]([CH2:10][C:11](=[O:13])[NH:33][c:31]3[cH:30][c:29]4[c:28]([cH:27][c:26]([Br:25])[cH:35][cH:34]4)[s:32]3)[CH:5]([CH2:6][CH2:7]1)[CH2:8][CH2:9]2. The reactants are C(C)(=O)O[C@@H]([C@H](NC(=O)OCC1=CC=CC=C1)C(=O)O)C (O-acetyl-N-benzyloxycarbonyl-L-threonine), FC(C(=O)N[C@@H](CO)C(=O)OCC1=CC=CC=C1)(F)F (benzyl N-trifluoroacetyl-L-serinate), N,N-diethylaminopropyl-N'-ethylcarbodiimide hydrochloride, 4-N,N-dimethylaminopyridine. The solvent is C(Cl)Cl (methylene chloride). The product is C(C)(=O)O[C@@H]([C@@H](C(=O)OC[C@H](NC(C(F)(F)F)=O)C(=O)OCC1=CC=CC=C1)NC(=O)OCC1=CC=CC=C1)C (benzyl O-[3(R)-acetoxy-2(S)-benzyloxycarbonylamino-1-oxo-butyl]-N-trifluoroacetyl-L-serinate). Yield: 73.8%. As a reaction SMILES: [C:1]([O:4][C@H:5]([CH3:21])[C@@H:6]([C:18]([OH:20])=[O:19])[NH:7][C:8]([O:10][CH2:11][C:12]1[CH:17]=[CH:16][CH:15]=[CH:14][CH:13]=1)=[O:9])(=[O:3])[CH3:2].[F:22][C:23]([F:41])([F:40])[C:24]([NH:26][C@H:27]([C:30]([O:32][CH2:33][C:34]1[CH:39]=[CH:38][CH:37]=[CH:36][CH:35]=1)=[O:31])[CH2:28]O)=[O:25]>C(Cl)Cl>[C:1]([O:4][C@H:5]([CH3:21])[C@H:6]([NH:7][C:8]([O:10][CH2:11][C:12]1[CH:17]=[CH:16][CH:15]=[CH:14][CH:13]=1)=[O:9])[C:18]([O:20][CH2:28][C@@H:27]([C:30]([O:32][CH2:33][C:34]1[CH:35]=[CH:36][CH:37]=[CH:38][CH:39]=1)=[O:31])[NH:26][C:24](=[O:25])[C:23]([F:22])([F:40])[F:41])=[O:19])(=[O:3])[CH3:2]. Procedure: To a solution of O-acetyl-N-benzyloxycarbonyl-L-threonine (1 g) and benzyl N-trifluoroacetyl-L-serinate (987 mg) in methylene chloride (20 ml) was added N,N-diethylaminopropyl-N'-ethylcarbodiimide hydrochloride (1.22 g) and 4-N,N-dimethylaminopyridine (77.8 mg) at room temperature. After stirring for an hour at room temperature, the reaction mixture was washed successively with aqueous hydrogen chloride, water, 10% aqueous sodium hydrogen carbonate and brine. After drying over sodium sulfate, th... Reactants: C(C)(C)C1CC=CC(C1C(=O)OCC)C (ethyl 6-isopropyl-2-methyl-3-cyclohexene-1-carboxylate). The reagents and catalysts are [Pd] (palladium on charcoal). Solvent: C(C)O (ethanol). Conditions: time 1 hour. The product is C(C)(C)C1C(C(CCC1)C)C(=O)OCC (ethyl 2-isopropyl-6-methylcyclohexane-1-carboxylate). Yield: 88.7%. RXN SMILES: [CH:1]([CH:4]1[CH:9]([C:10]([O:12][CH2:13][CH3:14])=[O:11])[CH:8]([CH3:15])[CH:7]=[CH:6][CH2:5]1)([CH3:3])[CH3:2]>[Pd].C(O)C>[CH:1]([CH:4]1[CH2:5][CH2:6][CH2:7][CH:8]([CH3:15])[CH:9]1[C:10]([O:12][CH2:13][CH3:14])=[O:11])([CH3:2])[CH3:3]. Reported procedure: 0.5 g of 5% palladium on charcoal as a catalyst was added to 10.5 g of ethyl 6-isopropyl-2-methyl-3-cyclohexene-1-carboxylate (mixture of isomers obtained according to Example 1) dissolved in 100 ml of ethanol, after which the mixture was hydrogenated at 20° C. for 1 hour under a hydrogen pressure of 100 kPa. The catalyst was then filtered off, the filtrate evaporated down and the evaporation residue distilled. 9.4 g of the desired compound were obtained as a mixture of the cis-trans and the tra... Yields the product CC(C)N1CCC(Oc2ccc3c(c2)cc2n3C(C)CN(CC(F)(F)F)C2=O)CC1. RXN SMILES: [CH:1]([CH3:2])([CH3:3])[N:4]1[CH2:5][CH2:6][CH:7]([O:10][c:11]2[cH:12][c:13]3[cH:14][c:15]4[n:16]([c:17]3[cH:18][cH:19]2)[CH:20]([CH3:25])[CH2:21][NH:22][C:23]4=[O:24])[CH2:8][CH2:9]1.[F:26][C:27]([F:28])([F:29])[S:30]([O:31][CH2:32][C:33]([F:34])([F:35])[F:36])(=[O:37])=[O:38].[H-:39].[Na+:40]>>[CH:1]([CH3:2])([CH3:3])[N:4]1[CH2:5][CH2:6][CH:7]([O:10][c:11]2[cH:12][c:13]3[cH:14][c:15]4[n:16]([c:17]3[cH:18][cH:19]2)[CH:20]([CH3:25])[CH2:21][N:22]([CH2:32][C:33]([F:34])([F:35])[F:36])[C:23]4=[O:24])[CH2:8][CH2:9]1. Starting materials: CC(C)N1CCC(Oc2ccc3c(c2)cc2n3C(C)CNC2=O)CC1, O=S(=O)(OCC(F)(F)F)C(F)(F)F, [H-], [Na+]. The reactants are C, CCOP(=O)(CC(CC(C)C)C(=O)OCc1ccccc1)CN1C(=O)CNC1=O, CCO, [Pd]. Product: CCOP(=O)(CC(CC(C)C)C(=O)O)CN1C(=O)CNC1=O. Reaction SMILES: [C:33].[CH2:1]([CH3:2])[O:3][P:4](=[O:5])([CH2:6][N:7]1[C:8](=[O:13])[NH:9][CH2:10][C:11]1=[O:12])[CH2:14][CH:15]([C:16](=[O:17])[O:18][CH2:19][c:20]1[cH:21][cH:22][cH:23][cH:24][cH:25]1)[CH2:26][CH:27]([CH3:28])[CH3:29].[CH3:30][CH2:31][OH:32].[Pd:34]>>[CH2:1]([CH3:2])[O:3][P:4](=[O:5])([CH2:6][N:7]1[C:8](=[O:13])[NH:9][CH2:10][C:11]1=[O:12])[CH2:14][CH:15]([C:16](=[O:17])[OH:18])[CH2:26][CH:27]([CH3:28])[CH3:29]. The reactants are [Br-], O=C(O)CCCCC[P+](c1ccccc1)(c1ccccc1)c1ccccc1, CCCC[O-], O=Cc1ccccc1, CC(C)O, [K+]. Yields the product O=C(O)CCCCC=Cc1ccccc1. As a reaction SMILES: [Br-:1].[C:2](=[O:3])([OH:4])[CH2:5][CH2:6][CH2:7][CH2:8][CH2:9][P+:10]([c:11]1[cH:12][cH:13][cH:14][cH:15][cH:16]1)([c:17]1[cH:18][cH:19][cH:20][cH:21][cH:22]1)[c:23]1[cH:24][cH:25][cH:26][cH:27][cH:28]1.[CH3:37][CH2:38][CH2:39][CH2:40][O-:41].[CH:29](=[O:30])[c:31]1[cH:32][cH:33][cH:34][cH:35][cH:36]1.[CH:43]([OH:44])([CH3:45])[CH3:46].[K+:42]>>[C:2](=[O:3])([OH:4])[CH2:5][CH2:6][CH2:7][CH2:8][CH:9]=[CH:29][c:31]1[cH:32][cH:33][cH:34][cH:35][cH:36]1.